Dataset: the Open Reaction Database (ORD), a public repository of structured organic reaction records. Task: describe an organic reaction: reactants, conditions, products, and yield Reactants: CC(C)(C)O, CN(C)c1ccncc1, ClCCl, O, CC(C)(C)OC(=O)CCC(C[PH](=O)O)C(=O)OC(C)(C)C. Yields the product CC(C)(C)OC(=O)CCC(C[PH](=O)OC(C)(C)C)C(=O)OC(C)(C)C. As a reaction SMILES: [CH3:22][C:23]([CH3:24])([CH3:25])[OH:26].[CH3:31][N:32]([CH3:33])[c:34]1[cH:35][cH:36][n:37][cH:38][cH:39]1.[Cl:28][CH2:29][Cl:30].[OH2:27].[OH:1][PH:2](=[O:3])[CH2:4][CH:5]([C:6](=[O:7])[O:8][C:9]([CH3:10])([CH3:11])[CH3:12])[CH2:13][CH2:14][C:15](=[O:16])[O:17][C:18]([CH3:19])([CH3:20])[CH3:21]>>[O:1]=[PH:2]([O:3][C:23]([CH3:22])([CH3:24])[CH3:25])[CH2:4][CH:5]([C:6](=[O:7])[O:8][C:9]([CH3:10])([CH3:11])[CH3:12])[CH2:13][CH2:14][C:15](=[O:16])[O:17][C:18]([CH3:19])([CH3:20])[CH3:21]. The reactants are CNC1=C(C=C(C=C1)C(C(=O)N1CCCC1)(CC1=NN=NN1)C)N (2-[4-(N-methylamino)-3-amino-phenyl]-2-methyl-3-(1H-tetrazol-5-yl)-1-pyrrolidino-propan-1-one), C(#N)C1=CC=C(C=C1)NCC(=O)O.F[B-](F)(F)F.N1(N=NC2=C1C=CC=C2)OC(=[N+](C)C)N(C)C (4-cyano-phenylglycine O-(benzotriazol-1-yl)-N,N,N′,N′-tetramethyluronium tetrafluoroborate). Solvent: C(C)(=O)O (acetic acid). Yields the product C(#N)C1=CC=C(C=C1)NCC1=NC2=C(N1C)C=CC(=C2)C(C)(C(=O)N2CCCC2)CC2=NN=NN2 (2-(4-cyanophenylaminomethyl)-1-methyl-5-[1-(1H-tetrazol-5-yl-methyl)-1-(pyrrolidinocarbonyl)-ethyl]-benzimidazole). As a reaction SMILES: [CH3:1][NH:2][C:3]1[CH:8]=[CH:7][C:6]([C:9]([CH3:23])([CH2:17][C:18]2[NH:22][N:21]=[N:20][N:19]=2)[C:10]([N:12]2[CH2:16][CH2:15][CH2:14][CH2:13]2)=[O:11])=[CH:5][C:4]=1[NH2:24].[C:25]([C:27]1[CH:32]=[CH:31][C:30]([NH:33][CH2:34][C:35](O)=O)=[CH:29][CH:28]=1)#[N:26].F[B-](F)(F)F.N1(OC(N(C)C)=[N+](C)C)C2C=CC=CC=2N=N1>C(O)(=O)C>[C:25]([C:27]1[CH:28]=[CH:29][C:30]([NH:33][CH2:34][C:35]2[N:2]([CH3:1])[C:3]3[CH:8]=[CH:7][C:6]([C:9]([CH2:17][C:18]4[NH:22][N:21]=[N:20][N:19]=4)([C:10]([N:12]4[CH2:16][CH2:15][CH2:14][CH2:13]4)=[O:11])[CH3:23])=[CH:5][C:4]=3[N:24]=2)=[CH:31][CH:32]=1)#[N:26] |f:1.2.3|. Procedure: Prepared analogously to Example 1g/h from 2-[4-(N-methylamino)-3-amino-phenyl]-2-methyl-3-(1H-tetrazol-5-yl)-1-pyrrolidino-propan-1-one, 4-cyano-phenylglycine/O-(benzotriazol-1-yl)-N,N,N′,N′-tetramethyluronium tetrafluoroborate and subsequently treating with glacial acetic acid. Starting materials: C(=O)[O-].[NH4+] (ammonium formate), C(C)OC(=O)C=1C(=C2C(=CN1)N(C(=C2Br)Br)CC2=CC(=CC=C2)F)O (2,3-dibromo-1-(3-fluoro-benzyl)-4-hydroxy-1H-pyrrolo[2,3-c]pyridine-5-carboxylic acid ethyl ester), C1CC(=O)N(C1=O)Br (NBS), C(#N)[Cu].CN1CCCC1=O (CuCN NMP). The reagents and catalysts are [Pd] (Pd/C). Solvent: CCOC(=O)C (EtOAc), CC#N (MeCN). Yields the product C(C)OC(=O)C=1C(=C2C(=C(N1)C#N)N(C=C2)CC2=CC(=CC=C2)F)O (7-Cyano-1-(3-fluoro-benzyl)-4-hydroxy-1H-pyrrolo[2,3-c]pyridine-5-carboxylic acid ethyl ester). As a reaction SMILES: [CH2:1]([O:3][C:4]([C:6]1[C:7]([OH:25])=[C:8]2[C:14](Br)=[C:13](Br)[N:12]([CH2:17][C:18]3[CH:23]=[CH:22][CH:21]=[C:20]([F:24])[CH:19]=3)[C:9]2=[CH:10][N:11]=1)=[O:5])[CH3:2].C1C(=O)[N:30](Br)[C:28](=O)C1.C([Cu])#N.CN1C(=O)CCC1.C([O-])=O.[NH4+]>CC#N.[Pd].CCOC(C)=O>[CH2:1]([O:3][C:4]([C:6]1[C:7]([OH:25])=[C:8]2[CH:14]=[CH:13][N:12]([CH2:17][C:18]3[CH:23]=[CH:22][CH:21]=[C:20]([F:24])[CH:19]=3)[C:9]2=[C:10]([C:28]#[N:30])[N:11]=1)=[O:5])[CH3:2] |f:2.3,4.5|. Procedure details: Prepared in analogy to that of Example 133(a) from 2,3-dibromo-1-(3-fluoro-benzyl)-4-hydroxy-1H-pyrrolo[2,3-c]pyridine-5-carboxylic acid ethyl ester and NBS in MeCN to give tribromo intermediate; which was subjected to a cyanation condition CuCN/NMP similar to that of Example 105(a) to give the C-7 CN intermediate; which was further subjected to a reductive debromination condition (ammonium formate, Pd/C in refluxing EtOAc) similar to that of Example 6(a) to give the desired title compound. The ... Reactants: C=CCOC(=O)Cl, O=C(O)C1CCNCC1, [Na+], [OH-], O. Yields the product C=CCOC(=O)N1CCC(C(=O)O)CC1. As a reaction SMILES: [CH2:10]([CH:11]=[CH2:12])[O:13][C:14](=[O:15])[Cl:16].[NH:1]1[CH2:2][CH2:3][CH:4]([C:5](=[O:6])[OH:7])[CH2:8][CH2:9]1.[Na+:18].[OH-:17].[OH2:19]>>[N:1]1([C:14]([O:13][CH2:10][CH:11]=[CH2:12])=[O:15])[CH2:2][CH2:3][CH:4]([C:5](=[O:6])[OH:7])[CH2:8][CH2:9]1.